Dataset: the Open Reaction Database (ORD), a public repository of structured organic reaction records. Task: describe an organic reaction: reactants, conditions, products, and yield Starting materials: Cc1cc(C)cc(-c2[nH]c3ccc(-n4nnn(C)c4=O)cc3c2CCN(CCCCc2cccnc2)Cc2ccccc2)c1, CC(=O)O, [H][H], [OH-], [OH-], O, [Pd+2]. Product: Cc1cc(C)cc(-c2[nH]c3ccc(-n4nnn(C)c4=O)cc3c2CCNCCCCc2cccnc2)c1. RXN SMILES: [CH2:1]([c:2]1[cH:3][cH:4][cH:5][cH:6][cH:7]1)[N:8]([CH2:9][CH2:10][c:11]1[c:12](-[c:27]2[cH:28][c:29]([CH3:34])[cH:30][c:31]([CH3:33])[cH:32]2)[nH:13][c:14]2[cH:15][cH:16][c:17](-[n:20]3[n:21][n:22][n:23]([CH3:26])[c:24]3=[O:25])[cH:18][c:19]12)[CH2:35][CH2:36][CH2:37][CH2:38][c:39]1[cH:40][n:41][cH:42][cH:43][cH:44]1.[CH3:45][C:46](=[O:47])[OH:48].[H:49][H:50].[OH-:52].[OH-:54].[OH2:51].[Pd+2:53]>>[NH:8]([CH2:9][CH2:10][c:11]1[c:12](-[c:27]2[cH:28][c:29]([CH3:34])[cH:30][c:31]([CH3:33])[cH:32]2)[nH:13][c:14]2[cH:15][cH:16][c:17](-[n:20]3[n:21][n:22][n:23]([CH3:26])[c:24]3=[O:25])[cH:18][c:19]12)[CH2:35][CH2:36][CH2:37][CH2:38][c:39]1[cH:40][n:41][cH:42][cH:43][cH:44]1. Solvent: C(Cl)(Cl)Cl (chloroform). Reaction SMILES: [CH2:1]([C:3]1[CH:8]=[CH:7][C:6]([CH:9]([C:11]2[N:12]=[C:13]3[CH:22]=[C:21]([O:23][CH3:24])[C:20]4[C:15](=[CH:16][CH:17]=[CH:18][CH:19]=4)[N:14]3[CH:25]=2)[OH:10])=[CH:5][CH:4]=1)[CH3:2]>C(Cl)(Cl)Cl.[O-2].[O-2].[Mn+4]>[CH2:1]([C:3]1[CH:4]=[CH:5][C:6]([C:9]([C:11]2[N:12]=[C:13]3[CH:22]=[C:21]([O:23][CH3:24])[C:20]4[C:15](=[CH:16][CH:17]=[CH:18][CH:19]=4)[N:14]3[CH:25]=2)=[O:10])=[CH:7][CH:8]=1)[CH3:2] |f:2.3.4|. Starting materials: C(C)C1=CC=C(C=C1)C(O)C=1N=C2N(C3=CC=CC=C3C(=C2)OC)C1 ((4-ethyl-phenyl)(5-methoxy-imidazo[1,2-a] quinolin-2-yl)-methanol), solid. Reagents/catalysts: [O-2].[O-2].[Mn+4] (manganese dioxide). Run at time 16 hour. Reported procedure: 8 g of activated manganese dioxide were added to a solution of 1.99 g (6 mmol) of the product of Step C in 100 ml of chloroform and the mixture was vigorously stirred at room temperature for 16 hours and was filtered. The filter was washed with chloroform and the filtrate was evaporated to dryness under reduced pressure. The residue was crystallized from ethyl acetate to obtain 1.32 g (67% yield) of (4-ethylphenyl)(5-methoxy-imidazo[1,2-a]quinolin-2-yl)-methanone in the form of a light yellow cr... Isolated yield 66.6%. Yields the product C(C)C1=CC=C(C=C1)C(=O)C=1N=C2N(C3=CC=CC=C3C(=C2)OC)C1 ((4-ethylphenyl)(5-methoxy-imidazo[1,2-a]quinolin-2-yl)-methanone). Reactants: C(C)(C)N(CC)C(C)C (IPEA), C1COC(=O)N1P(=O)(N2CCOC2=O)Cl (BOPCl), Cl.ClCCCC(C(=O)NN)C1=CC(=C(C(=C1)F)F)F (5-chloro-2-(3,4,5-trifluorophenyl)pentanoic acid hydrazide hydrochloride), COC=1C=C(C=NC1N1C=NC(=C1)C)/C=C/C(=O)O ((E)-3-[5-methoxy-6-(4-methyl-1H-imidazol-1-yl)pyridin-3-yl]acrylic acid), O.C([O-])(O)=O.[Na+] (sodium bicarbonate water). Run in C(C)(=O)OCC (Ethyl acetate), C(Cl)Cl (methylene chloride). Yields the product COC=1C=C(C=NC1N1C=NC(=C1)C)/C=C/C(=O)NNC(C(CCCCl)C1=CC(=C(C(=C1)F)F)F)=O (5-chloro-2-(3,4,5-trifluorophenyl)pentanoic acid N′-{(E)-3-[5-methoxy-6-(4-methyl-1H-imidazol-1-yl)pyridin-3-yl]acryloyl}hydrazide). As a reaction SMILES: C(N(C(C)C)CC)(C)C.C1N(P(Cl)(N2C(=O)OCC2)=O)C(=O)OC1.Cl.[Cl:26][CH2:27][CH2:28][CH2:29][CH:30]([C:35]1[CH:40]=[C:39]([F:41])[C:38]([F:42])=[C:37]([F:43])[CH:36]=1)[C:31]([NH:33][NH2:34])=[O:32].[CH3:44][O:45][C:46]1[CH:47]=[C:48](/[CH:58]=[CH:59]/[C:60](O)=[O:61])[CH:49]=[N:50][C:51]=1[N:52]1[CH:56]=[C:55]([CH3:57])[N:54]=[CH:53]1.O.C(=O)(O)[O-].[Na+]>C(Cl)Cl.C(OCC)(=O)C>[CH3:44][O:45][C:46]1[CH:47]=[C:48](/[CH:58]=[CH:59]/[C:60]([NH:34][NH:33][C:31](=[O:32])[CH:30]([C:35]2[CH:36]=[C:37]([F:43])[C:38]([F:42])=[C:39]([F:41])[CH:40]=2)[CH2:29][CH2:28][CH2:27][Cl:26])=[O:61])[CH:49]=[N:50][C:51]=1[N:52]1[CH:56]=[C:55]([CH3:57])[N:54]=[CH:53]1 |f:2.3,5.6.7|. Procedure details: IPEA (0.14 mL) and BOPCl (100 mg) were added to a solution of 5-chloro-2-(3,4,5-trifluorophenyl)pentanoic acid hydrazide hydrochloride (83 mg) and (E)-3-[5-methoxy-6-(4-methyl-1H-imidazol-1-yl)pyridin-3-yl]acrylic acid (CAS No. 870837-77-7, 68 mg) in methylene chloride (5 mL), and the reaction solution was stirred at room temperature for 18 hours. Ethyl acetate and saturated sodium bicarbonate water were added to the reaction solution, and the organic layer was separated. The resulting organic l... The reactants are C1CCOC1, Cn1ccnc1, [Li]CCCC, COc1cc(N2CCN(C(=O)Cn3nc(I)c(Cl)c3C)CC2)ccc1Cl, c1ccc(P(c2ccccc2)(c2ccccc2)[Pd](P(c2ccccc2)(c2ccccc2)c2ccccc2)(P(c2ccccc2)(c2ccccc2)c2ccccc2)P(c2ccccc2)(c2ccccc2)c2ccccc2)cc1. The product is COc1cc(N2CCN(C(=O)Cn3nc(-c4nccn4C)c(Cl)c3C)CC2)ccc1Cl. Reaction SMILES: [CH2:38]1[O:39][CH2:40][CH2:41][CH2:42]1.[CH3:1][n:2]1[cH:3][n:4][cH:5][cH:6]1.[CH3:7][CH2:8][CH2:9][CH2:10][Li:11].[I:12][c:13]1[n:14][n:15]([CH2:20][C:21](=[O:22])[N:23]2[CH2:24][CH2:25][N:26]([c:29]3[cH:30][c:31]([O:36][CH3:37])[c:32]([Cl:35])[cH:33][cH:34]3)[CH2:27][CH2:28]2)[c:16]([CH3:19])[c:17]1[Cl:18].[cH:43]1[cH:44][cH:45][c:46]([P:47]([Pd:48]([P:49]([c:50]2[cH:51][cH:52][cH:53][cH:54][cH:55]2)([c:56]2[cH:57][cH:58][cH:59][cH:60][cH:61]2)[c:62]2[cH:63][cH:64][cH:65][cH:66][cH:67]2)([P:68]([c:69]2[cH:70][cH:71][cH:72][cH:73][cH:74]2)([c:75]2[cH:76][cH:77][cH:78][cH:79][cH:80]2)[c:81]2[cH:82][cH:83][cH:84][cH:85][cH:86]2)[P:87]([c:88]2[cH:89][cH:90][cH:91][cH:92][cH:93]2)([c:94]2[cH:95][cH:96][cH:97][cH:98][cH:99]2)[c:100]2[cH:101][cH:102][cH:103][cH:104][cH:105]2)([c:106]2[cH:107][cH:108][cH:109][cH:110][cH:111]2)[c:112]2[cH:113][cH:114][cH:115][cH:116][cH:117]2)[cH:118][cH:119]1>>[CH3:1][n:2]1[c:3](-[c:13]2[n:14][n:15]([CH2:20][C:21](=[O:22])[N:23]3[CH2:24][CH2:25][N:26]([c:29]4[cH:30][c:31]([O:36][CH3:37])[c:32]([Cl:35])[cH:33][cH:34]4)[CH2:27][CH2:28]3)[c:16]([CH3:19])[c:17]2[Cl:18])[n:4][cH:5][cH:6]1. Reactants: CN1N=C(C2=CC=CC=C12)C(=O)OC (methyl 1-methyl-1H-indazole-3-carboxylate), CN (CH3NH2). Solvent: CO (MeOH). Conditions: time 4 hour. The product is CNC(=O)C1=NN(C2=CC=CC=C12)C (N,1-Dimethyl-1H-indazole-3-carboxamide). Isolated yield 89.0%. RXN SMILES: [CH3:1][N:2]1[C:10]2[C:5](=[CH:6][CH:7]=[CH:8][CH:9]=2)[C:4]([C:11]([O:13]C)=O)=[N:3]1.[CH3:15][NH2:16]>CO>[CH3:15][NH:16][C:11]([C:4]1[C:5]2[C:10](=[CH:9][CH:8]=[CH:7][CH:6]=2)[N:2]([CH3:1])[N:3]=1)=[O:13]. Reported procedure: A suspension of methyl 1-methyl-1H-indazole-3-carboxylate (3.88 g, 20.4 mmole) in 40% aqueous CH3NH2 (100 mL) and MeOH (5 mL) was stirred at RT for 4 hr, during which time a homogeneous solution formed. The solution was concentrated to approximately ⅓ volume and the precipitated solid was collected by filtration, washed with H2O, and dried in vacuo to give the title compound (3.42 g. 89%) as a pale yellow solid: 1H NMR (300 MHz, CDCl3) δ 8.24 (m, 1H), 7.47 (m, 2H), 7.34 (m, 1H), 6.95 (br s, 1H),... Starting materials: C(C1=CC=CC=C1)N1C[C@H](CC1)N[C@H](C)C1=CC(=CC=C1)OC ((S)-(1-benzylpyrrolidin-3-yl)-[(R)-1-(3-methoxyphenyl)ethyl]amine), solution, Cl (hydrochloric acid). The reagents and catalysts are [OH-].[Pd+2].[OH-] (palladium hydroxide). Run in CO (methanol), O1CCOCC1 (dioxane). Conditions: time 3 day. Yields the product Cl.Cl.COC=1C=C(C=CC1)[C@@H](C)N[C@@H]1CNCC1 ((S)-3-[(R)-1-(3-methoxyphenyl)ethylamino]pyrrolidine dihydrochloride). As a reaction SMILES: C([N:8]1[CH2:12][CH2:11][C@H:10]([NH:13][C@@H:14]([C:16]2[CH:21]=[CH:20][CH:19]=[C:18]([O:22][CH3:23])[CH:17]=2)[CH3:15])[CH2:9]1)C1C=CC=CC=1.[ClH:24]>CO.O1CCOCC1.[OH-].[Pd+2].[OH-]>[ClH:24].[ClH:24].[CH3:23][O:22][C:18]1[CH:17]=[C:16]([C@H:14]([NH:13][C@H:10]2[CH2:11][CH2:12][NH:8][CH2:9]2)[CH3:15])[CH:21]=[CH:20][CH:19]=1 |f:4.5.6,7.8.9|. Reported procedure: To a solution of 3.67 g of (S)-(1-benzylpyrrolidin-3-yl)-[(R)-1-(3-methoxyphenyl)ethyl]amine dissolved in 100 ml of methanol were added 830 mg of palladium hydroxide and 8.85 ml of a solution of 4M hydrochloric acid in dioxane, and the mixture was shaked under hydrogen atmosphere at 3 atm at room temperature for 3 days. Palladium hydroxide was removed, and the solvent was evaporated. To the residue was added methanol, and the resulting precipitates were collected by filtration, washed with metha... Reaction SMILES: [Cl:35][CH2:36][Cl:37].[OH:1][CH2:2][CH:3]([CH2:4][c:5]1[cH:6][cH:7][c:8]([O:11][CH3:12])[cH:9][cH:10]1)[NH:13][CH:14]([C:15](=[O:16])[O:17][C:18]([CH3:19])([CH3:20])[CH3:21])[CH:22]([CH3:23])[CH3:24].[S:31](=[O:32])([Cl:33])[Cl:34].[cH:25]1[cH:26][cH:27][n:28][cH:29][cH:30]1>>[O:1]1[CH2:2][CH:3]([CH2:4][c:5]2[cH:6][cH:7][c:8]([O:11][CH3:12])[cH:9][cH:10]2)[N:13]([CH:14]([C:15](=[O:16])[O:17][C:18]([CH3:19])([CH3:20])[CH3:21])[CH:22]([CH3:23])[CH3:24])[S:31]1=[O:32]. The reactants are ClCCl, COc1ccc(CC(CO)NC(C(=O)OC(C)(C)C)C(C)C)cc1, O=S(Cl)Cl, c1ccncc1. Yields the product COc1ccc(CC2COS(=O)N2C(C(=O)OC(C)(C)C)C(C)C)cc1.